This data is from the Open Reaction Database (ORD), a public repository of structured organic reaction records. The task is: describe an organic reaction: reactants, conditions, products, and yield The reactants are ClCCl, COC(C)OCCl, CCC(O)c1ccsc1SC. The product is CCC(OCOC(C)OC)c1ccsc1SC. Reaction SMILES: [CH2:19]([Cl:20])[Cl:21].[CH3:12][O:13][CH:14]([CH3:15])[O:16][CH2:17][Cl:18].[OH:1][CH:2]([CH2:3][CH3:4])[c:5]1[c:6]([S:10][CH3:11])[s:7][cH:8][cH:9]1>>[O:1]([CH:2]([CH2:3][CH3:4])[c:5]1[c:6]([S:10][CH3:11])[s:7][cH:8][cH:9]1)[CH2:17][O:16][CH:14]([O:13][CH3:12])[CH3:15]. The reactants are C(C1=CC=CC=C1)OC=1C=C(OC2CCC3=C(NC2=O)C=CC=C3)C=CC1[N+](=O)[O-] (3-(3-benzyloxy-4-nitrophenoxy)-1,3,4,5-tetrahydrobenzo[b]azepin-2-one). The reagents and catalysts are [Pt]=O (platinum oxide). The solvent is CCOC(=O)C.CO (EtOAc MeOH). The product is NC1=C(C=C(OC2CCC3=C(NC2=O)C=CC=C3)C=C1)OCC1=CC=CC=C1 (3-(4-Amino-3-benzyloxyphenoxy)-1,3,4,5-tetrahydrobenzo[b]azepin-2-one). As a reaction SMILES: [CH2:1]([O:8][C:9]1[CH:10]=[C:11]([CH:25]=[CH:26][C:27]=1[N+:28]([O-])=O)[O:12][CH:13]1[C:19](=[O:20])[NH:18][C:17]2[CH:21]=[CH:22][CH:23]=[CH:24][C:16]=2[CH2:15][CH2:14]1)[C:2]1[CH:7]=[CH:6][CH:5]=[CH:4][CH:3]=1>CCOC(C)=O.CO.[Pt]=O>[NH2:28][C:27]1[CH:26]=[CH:25][C:11]([O:12][CH:13]2[C:19](=[O:20])[NH:18][C:17]3[CH:21]=[CH:22][CH:23]=[CH:24][C:16]=3[CH2:15][CH2:14]2)=[CH:10][C:9]=1[O:8][CH2:1][C:2]1[CH:7]=[CH:6][CH:5]=[CH:4][CH:3]=1 |f:1.2|. Procedure details: A solution of 3-(3-benzyloxy-4-nitrophenoxy)-1,3,4,5-tetrahydrobenzo[b]azepin-2-one (3.0 g, 7.4 mmol) in 50 mL EtOAc/MeOH (1:1) is hydrogenated at 1 atm over platinum oxide for 2.5 h. The catalyst is filtered and the filtrate evaporated to give the title compound which is used directly in the next step.